This data is from the Open Reaction Database (ORD), a public repository of structured organic reaction records. The task is: describe an organic reaction: reactants, conditions, products, and yield Starting materials: Cc1cc(N2CCC(N3CCCC3C)C2)ccc1N, O=C(O)c1ccc2cc[nH]c2c1. The product is Cc1cc(N2CCC(N3CCCC3C)C2)ccc1NC(=O)c1ccc2cc[nH]c2c1. Reaction SMILES: [CH3:1][c:2]1[c:3]([NH2:19])[cH:4][cH:5][c:6]([N:8]2[CH2:9][CH:10]([N:13]3[CH:14]([CH3:18])[CH2:15][CH2:16][CH2:17]3)[CH2:11][CH2:12]2)[cH:7]1.[nH:20]1[cH:21][cH:22][c:23]2[cH:24][cH:25][c:26]([C:29](=[O:30])[OH:31])[cH:27][c:28]12>>[CH3:1][c:2]1[c:3]([NH:19][C:29]([c:26]2[cH:25][cH:24][c:23]3[cH:22][cH:21][nH:20][c:28]3[cH:27]2)=[O:30])[cH:4][cH:5][c:6]([N:8]2[CH2:9][CH:10]([N:13]3[CH:14]([CH3:18])[CH2:15][CH2:16][CH2:17]3)[CH2:11][CH2:12]2)[cH:7]1. The reactants are C(C)(=O)N1NC(C(=C1C)CC1=CC=CC=C1)=O (1-acetyl-4-benzyl-1,2-dihydro-5-methyl-3H-pyrazol-3-one), BrC1([C@H](OC(C(C)(C)C)=O)[C@@H](OC(C(C)(C)C)=O)[C@H](OC(C(C)(C)C)=O)[C@H](O1)COC(C(C)(C)C)=O)Br (1-bromo-2,3,4,6-tetra-O-pivaloyl-α-D-glucopyranosyl bromide), C([O-])([O-])=O.[K+].[K+] (potassium carbonate). The solvent is C(C)#N (acetonitrile), O1CCCC1 (tetrahydrofuran). Yields the product C(C)(=O)N1N=C(C(=C1C)CC1=CC=CC=C1)O[C@H]1[C@H](OC(C(C)(C)C)=O)[C@@H](OC(C(C)(C)C)=O)[C@H](OC(C(C)(C)C)=O)[C@H](O1)COC(C(C)(C)C)=O (1-acetyl-4-benzyl-5-methyl-3-(2,3,4,6-tetra-O-pivaloyl-β-D-glucopyranosyloxy)-1H-pyrazole). Yield: 79.2%. As a reaction SMILES: [C:1]([N:4]1[C:8]([CH3:9])=[C:7]([CH2:10][C:11]2[CH:16]=[CH:15][CH:14]=[CH:13][CH:12]=2)[C:6](=[O:17])[NH:5]1)(=[O:3])[CH3:2].C(=O)([O-])[O-].[K+].[K+].Br[C:25]1(Br)[O:51][C@H:50]([CH2:52][O:53][C:54](=[O:59])[C:55]([CH3:58])([CH3:57])[CH3:56])[C@@H:42]([O:43][C:44](=[O:49])[C:45]([CH3:48])([CH3:47])[CH3:46])[C@H:34]([O:35][C:36](=[O:41])[C:37]([CH3:40])([CH3:39])[CH3:38])[C@H:26]1[O:27][C:28](=[O:33])[C:29]([CH3:32])([CH3:31])[CH3:30]>C(#N)C.O1CCCC1>[C:1]([N:4]1[C:8]([CH3:9])=[C:7]([CH2:10][C:11]2[CH:16]=[CH:15][CH:14]=[CH:13][CH:12]=2)[C:6]([O:17][C@@H:25]2[O:51][C@H:50]([CH2:52][O:53][C:54](=[O:59])[C:55]([CH3:58])([CH3:57])[CH3:56])[C@@H:42]([O:43][C:44](=[O:49])[C:45]([CH3:46])([CH3:47])[CH3:48])[C@H:34]([O:35][C:36](=[O:41])[C:37]([CH3:38])([CH3:39])[CH3:40])[C@H:26]2[O:27][C:28](=[O:33])[C:29]([CH3:32])([CH3:30])[CH3:31])=[N:5]1)(=[O:3])[CH3:2] |f:1.2.3|. Reported procedure: To a suspension of 1-acetyl-4-benzyl-1,2-dihydro-5-methyl-3H-pyrazol-3-one (0.75 g) in acetonitrile (5 mL) and tetrahydrofuran (3 mL) was added potassium carbonate (0.675 g) under stirring at room temperature. After the mixture was stirred at 50° C. for 1 hour, 1-bromo-2,3,4,6-tetra-O-pivaloyl-α-D-glucopyranosyl bromide (2.27 g) was added to the mixture. The mixture was stirred at 50° C. for 6 hours. After the reaction completed, the insoluble materials were removed by filtration, and the filtra...